From a dataset of the Open Reaction Database (ORD), a public repository of structured organic reaction records. describe an organic reaction: reactants, conditions, products, and yield The reactants are S(=O)(=O)(C1=CC=C(C)C=C1)OCC(C1CC1)C1CC1 (2,2-dicyclopropylethanol tosylate), [C-]#N.[Na+] (sodium cyanide). The solvent is CS(=O)C (DMSO), CS(=O)C (dimethyl sulfoxide). Reaction conditions: temperature 95 celsius, time 1 hour. Product: C1(CC1)C(CC#N)C1CC1 (3,3-Dicyclopropylpropionitrile). The yield is 90.0%. As a reaction SMILES: S(O[CH2:12][CH:13]([CH:17]1[CH2:19][CH2:18]1)[CH:14]1[CH2:16][CH2:15]1)(C1C=CC(C)=CC=1)(=O)=O.[C-:20]#[N:21].[Na+]>CS(C)=O>[CH:17]1([CH:13]([CH:14]2[CH2:15][CH2:16]2)[CH2:12][C:20]#[N:21])[CH2:18][CH2:19]1 |f:1.2|. Reported procedure: 209 g of 2,2-dicyclopropylethanol tosylate (prepared from 2,2-dicyclopropylethanol and para-toluenesulfonyl chloride) in solution in 45 ml of DMSO, are slowly added to 40 g of sodium cyanide in 45 ml of dimethyl sulfoxide (DMSO), with stirring and at 95° C. The heating is continued for one hour. After filtration of the precipitate and washing with ethyl ether, the filtrates are pooled, washed with a saturated solution of sodium chloride, dried and evaporated. The expected product is obtained aft... The reactants are CC1=NOC(=C1CCC1OC(CCC1)O)C (3,5-dimethyl-4-(6-hydroxytetrahydropyran-2-ylethyl)-isoxazole), S([O-])(O)=O.[Na+] (sodium bisulfite), CC1=NOC(=C1C=CC1OC=CCC1)C (racemic 3,5-dimethyl-4-(3,4-dihydro-2H-pyran-2-ylvinyl)-isoxazole), CC(=O)C.OS(=O)(=O)O.O=[Cr](=O)=O (Jones reagent). Solvent: CC(=O)C (acetone). Reaction conditions: time 8 hour. Product: CC1=NOC(=C1CCC(CCCC(=O)O)=O)C (racemic 7-(3,5-dimethyl-4 -isoxazolyl)-5-oxo-heptanoic acid). As a reaction SMILES: [CH3:1][C:2]1[C:6]([CH2:7][CH2:8][CH:9]2[CH2:14][CH2:13][CH2:12][CH:11]([OH:15])[O:10]2)=[C:5]([CH3:16])[O:4][N:3]=1.CC1C(C=CC2CCC=CO2)=C(C)[O:20]N=1.CC(C)=O.OS(O)(=O)=O.O=[Cr](=O)=O.S(=O)(O)[O-].[Na+]>CC(C)=O>[CH3:1][C:2]1[C:6]([CH2:7][CH2:8][C:9](=[O:20])[CH2:14][CH2:13][CH2:12][C:11]([OH:15])=[O:10])=[C:5]([CH3:16])[O:4][N:3]=1 |f:2.3.4,5.6|. Procedure: A solution of 3,5-dimethyl-4-(6-hydroxytetrahydropyran-2-ylethyl)-isoxazole, prepared as described in part B from 60.5 g. (0.294 mole) of racemic 3,5-dimethyl-4-(3,4-dihydro-2H-pyran-2-ylvinyl)-isoxazole, in 600 ml. of acetone was cooled in an ice bath as 400 ml. of Jones reagent was added dropwise over a 1.0 hr. period. The resulting suspension was stirred at room temperature overnight. Saturated sodium bisulfite solution was added to destroy the excess oxidizing agent and most of the acetone w... Reactants: C12(CCCCC2C1)CO (bicyclo[4.1.0]heptan-1-ylmethanol), ClC=1C(=CC(=C(C(=O)OC(C)(C)C)C1)F)F (tert-butyl 5-chloro-2,4-difluorobenzoate), C([O-])([O-])=O.[Cs+].[Cs+] (cesium carbonate). Run in CS(=O)C (dimethylsulfoxide). Run at temperature 100 celsius. Yields the product C12(CCCCC2C1)COC1=CC(=C(C(=O)OC(C)(C)C)C=C1Cl)F (tert-butyl 4-(bicyclo[4.1.0]heptan-1-ylmethoxy)-5-chloro-2-fluorobenzoate). The yield is 53.9%. RXN SMILES: [C:1]12([CH2:8][OH:9])[CH2:7][CH:6]1[CH2:5][CH2:4][CH2:3][CH2:2]2.[Cl:10][C:11]1[C:12](F)=[CH:13][C:14]([F:24])=[C:15]([CH:23]=1)[C:16]([O:18][C:19]([CH3:22])([CH3:21])[CH3:20])=[O:17].C(=O)([O-])[O-].[Cs+].[Cs+]>CS(C)=O>[C:1]12([CH2:8][O:9][C:12]3[C:11]([Cl:10])=[CH:23][C:15]([C:16]([O:18][C:19]([CH3:20])([CH3:21])[CH3:22])=[O:17])=[C:14]([F:24])[CH:13]=3)[CH2:7][CH:6]1[CH2:5][CH2:4][CH2:3][CH2:2]2 |f:2.3.4|. Reported procedure: A mixture of bicyclo[4.1.0]heptan-1-ylmethanol (0.86 g, 6.80 mmol), tert-butyl 5-chloro-2,4-difluorobenzoate (1.69 g, 6.80 mmol) and cesium carbonate (4.40 g, 13.7 mmol) in anhydrous dimethylsulfoxide (15 mL) was heated at 100° C. under nitrogen for 16 hours. The reaction mixture was filtered through a pad of diatomaceous earth and rinsed with ethyl acetate (100 mL). The organic layer was washed with 1.0 M hydrochloric acid (20 mL), dried over anhydrous sodium sulfate and concentrated in vacuo t...